Dataset: the Open Reaction Database (ORD), a public repository of structured organic reaction records. Task: describe an organic reaction: reactants, conditions, products, and yield The reactants are C(C1=CC=CC=C1)OC(=O)N[C@@H](CC1CCCCC1)[C@H](C([C@@H](C(C)C)O)(F)F)O (2(S)-Benzyloxycarbonylamino-1-cyclohexyl-4,4-difluoro-3(R),5(R)-dihydroxy-6-methylheptane). The reagents and catalysts are [Pd] (Pd/C). Solvent: CO (methanol). Run at time 30 minute. The product is N[C@@H](CC1CCCCC1)[C@H](C([C@@H](C(C)C)O)(F)F)O (2(S)-Amino-1-cyclohexyl-4,4-difluoro-3(R),5(R)-dihydroxy-6-methylheptane). Isolated yield 99.4%. RXN SMILES: C(OC([NH:11][C@H:12]([C@@H:20]([OH:29])[C:21]([F:28])([F:27])[C@H:22]([OH:26])[CH:23]([CH3:25])[CH3:24])[CH2:13][CH:14]1[CH2:19][CH2:18][CH2:17][CH2:16][CH2:15]1)=O)C1C=CC=CC=1>CO.[Pd]>[NH2:11][C@H:12]([C@@H:20]([OH:29])[C:21]([F:27])([F:28])[C@H:22]([OH:26])[CH:23]([CH3:25])[CH3:24])[CH2:13][CH:14]1[CH2:19][CH2:18][CH2:17][CH2:16][CH2:15]1. Reported procedure: A solution of 700 mg of the product from Example 177 in 10 ml of methanol was stirred vigorously under a hydrogen atmosphere using 10% Pd/C as catalyst. After 30 min, the catalyst was filtered off and the solution concentrated to give 470 mg the desired product. Mass spectrum: M+ =279. Reactants: C1(CC1)NC(C1=CC(=C(C=C1)C)C=1C=C2C=CNC(C2=CC1)=O)=O (N-Cyclopropyl-4-methyl-3-(1-oxo-1,2-dihydro-isoquinolin-6-yl)-benzamide), C([O-])([O-])=O.[K+].[K+] (potassium carbonate), BrC(C)C1=CC=CC=C1 ((1-bromoethyl)benzene), BrC(C)C1=CC=CC=C1 ((1-bromoethyl)benzene), C([O-])([O-])=O.[K+].[K+] (potassium carbonate), BrC(C)C1=CC=CC=C1 ((1-bromoethyl)benzene), C([O-])([O-])=O.[K+].[K+] (potassium carbonate). Run in CN(C)C=O (DMF). Conditions: temperature 80 celsius, time 17 hour. Yields the product C1(CC1)NC(C1=CC(=C(C=C1)C)C=1C=C2C=CN(C(C2=CC1)=O)C(C)C1=CC=CC=C1)=O (N-Cyclopropyl-4-methyl-3-(1-oxo-2-(1-phenylethyl)-1,2-dihydroisoquinolin-6-yl)benzamide). Reaction SMILES: [CH:1]1([NH:4][C:5](=[O:24])[C:6]2[CH:11]=[CH:10][C:9]([CH3:12])=[C:8]([C:13]3[CH:14]=[C:15]4[C:20](=[CH:21][CH:22]=3)[C:19](=[O:23])[NH:18][CH:17]=[CH:16]4)[CH:7]=2)[CH2:3][CH2:2]1.C(=O)([O-])[O-].[K+].[K+].Br[CH:32]([C:34]1[CH:39]=[CH:38][CH:37]=[CH:36][CH:35]=1)[CH3:33]>CN(C=O)C>[CH:1]1([NH:4][C:5](=[O:24])[C:6]2[CH:11]=[CH:10][C:9]([CH3:12])=[C:8]([C:13]3[CH:14]=[C:15]4[C:20](=[CH:21][CH:22]=3)[C:19](=[O:23])[N:18]([CH:32]([C:34]3[CH:39]=[CH:38][CH:37]=[CH:36][CH:35]=3)[CH3:33])[CH:17]=[CH:16]4)[CH:7]=2)[CH2:2][CH2:3]1 |f:1.2.3|. Procedure: A mixture of the product of Example 11 (200 mg), potassium carbonate (260 mg) and (1-bromoethyl)benzene (0.100 mL) in DMF (2 mL) was stirred at 80° C. for 17 hours. Further (1-bromoethyl)benzene (0.100 mL) and potassium carbonate (260 mg) was added and stirred at 80° C. for a further 24 hours. Additional (1-bromoethyl)benzene (0.5 mL) and potassium carbonate (500 mg) were added and the reaction stirred at 80° C. for a further 48 hours. The reaction mixture was filtered and purified by HPLC to yi... The product is N1(CCCC1)S(=O)(=O)C=1C=C2C3(C(NC2=CC1)=O)OCCCO3 (5′-(Pyrrolidin-1-ylsulfonyl)spiro[1,3-dioxane-2,3′-indol]-2′(1′H)-one). Isolated yield 168.9%. Procedure details: A stirred mixture of 5-(pyrrolidin-1-ylsulfonyl)-1H-indole-2,3-dione (0.88 g, 3.14 mmol), 1,3-propanediol (0.92 mL, 1.26 mmol, 4 eq) and p-toluenesulfonic acid (1.19 g, 6.28 mmol, 0.2 mole % ) in benzene (100 mL) was refluxed with a Dean Stark Trap for 6 hours. The reaction was cooled to room temperature, washed with sat. aq. NaHCO3 (1×), water (2×), and brine (1×), dried over NaHCO3 (1×,), filtered and concentrated. The crude product was purified on Biotage KP silica gel eluting with 90/10 CH2C... The reactants are N1(CCCC1)S(=O)(=O)C=1C=C2C(C(NC2=CC1)=O)=O (5-(pyrrolidin-1-ylsulfonyl)-1H-indole-2,3-dione), C(CCO)O (1,3-propanediol), C1(=CC=C(C=C1)S(=O)(=O)O)C (p-toluenesulfonic acid). Solvent: C1=CC=CC=C1 (benzene). RXN SMILES: [N:1]1([S:6]([C:9]2[CH:10]=[C:11]3[C:15](=[CH:16][CH:17]=2)[NH:14][C:13](=[O:18])[C:12]3=[O:19])(=[O:8])=[O:7])[CH2:5][CH2:4][CH2:3][CH2:2]1.[CH2:20](O)[CH2:21][CH2:22][OH:23].C1(C)C=CC(S(O)(=O)=O)=CC=1>C1C=CC=CC=1>[N:1]1([S:6]([C:9]2[CH:10]=[C:11]3[C:15](=[CH:16][CH:17]=2)[NH:14][C:13](=[O:18])[C:12]23[O:23][CH2:22][CH2:21][CH2:20][O:19]2)(=[O:8])=[O:7])[CH2:5][CH2:4][CH2:3][CH2:2]1. RXN SMILES: [C:43](=[O:44])([O-:45])[O-:46].[CH:9]1([P:10]([CH:11]2[CH2:12][CH2:13][CH2:14][CH2:15][CH2:16]2)[c:17]2[cH:18][cH:19][cH:20][cH:21][c:22]2-[c:23]2[c:24]([CH:25]([CH3:26])[CH3:27])[cH:28][c:29]([CH:30]([CH3:31])[CH3:32])[cH:33][c:34]2[CH:35]([CH3:36])[CH3:37])[CH2:38][CH2:39][CH2:40][CH2:41][CH2:42]1.[Cl:49][c:50]1[n:51][c:52]([S:60][CH2:61][c:62]2[c:63]([F:69])[c:64]([F:68])[cH:65][cH:66][cH:67]2)[n:53][c:54]([O:56][CH:57]([CH3:58])[CH3:59])[cH:55]1.[Cs+:47].[Cs+:48].[N:1]1([S:5](=[O:6])(=[O:7])[NH2:8])[CH2:2][CH2:3][CH2:4]1.[O:114]=[C:115]([CH:116]=[CH:117][c:118]1[cH:119][cH:120][cH:121][cH:122][cH:123]1)[CH:124]=[CH:125][c:126]1[cH:127][cH:128][cH:129][cH:130][cH:131]1.[O:70]1[CH2:71][CH2:72][O:73][CH2:74][CH2:75]1.[O:78]=[C:79]([CH:80]=[CH:81][c:82]1[cH:83][cH:84][cH:85][cH:86][cH:87]1)[CH:88]=[CH:89][c:90]1[cH:91][cH:92][cH:93][cH:94][cH:95]1.[O:96]=[C:97]([CH:98]=[CH:99][c:100]1[cH:101][cH:102][cH:103][cH:104][cH:105]1)[CH:106]=[CH:107][c:108]1[cH:109][cH:110][cH:111][cH:112][cH:113]1.[Pd:76].[Pd:77]>>[N:1]1([S:5](=[O:6])(=[O:7])[NH:8][c:50]2[n:51][c:52]([S:60][CH2:61][c:62]3[c:63]([F:69])[c:64]([F:68])[cH:65][cH:66][cH:67]3)[n:53][c:54]([O:56][CH:57]([CH3:58])[CH3:59])[cH:55]2)[CH2:2][CH2:3][CH2:4]1. Yields the product CC(C)Oc1cc(NS(=O)(=O)N2CCC2)nc(SCc2cccc(F)c2F)n1. Reactants: O=C([O-])[O-], CC(C)c1cc(C(C)C)c(-c2ccccc2P(C2CCCCC2)C2CCCCC2)c(C(C)C)c1, CC(C)Oc1cc(Cl)nc(SCc2cccc(F)c2F)n1, [Cs+], [Cs+], NS(=O)(=O)N1CCC1, O=C(C=Cc1ccccc1)C=Cc1ccccc1, C1COCCO1, O=C(C=Cc1ccccc1)C=Cc1ccccc1, O=C(C=Cc1ccccc1)C=Cc1ccccc1, [Pd], [Pd]. The reactants are O=C=Nc1ccc(Cl)c(C(F)(F)F)c1, ClCCl, Nc1ccc(Oc2ccnc(N)c2[N+](=O)[O-])cc1. Yields the product Nc1nccc(Oc2ccc(NC(=O)Nc3ccc(Cl)c(C(F)(F)F)c3)cc2)c1[N+](=O)[O-]. As a reaction SMILES: [Cl:19][c:20]1[c:21]([C:29]([F:30])([F:31])[F:32])[cH:22][c:23]([N:26]=[C:27]=[O:28])[cH:24][cH:25]1.[Cl:33][CH2:34][Cl:35].[NH2:1][c:2]1[cH:3][cH:4][c:5]([O:6][c:7]2[c:8]([N+:14](=[O:15])[O-:16])[c:9]([NH2:13])[n:10][cH:11][cH:12]2)[cH:17][cH:18]1>>[NH:1]([c:2]1[cH:3][cH:4][c:5]([O:6][c:7]2[c:8]([N+:14](=[O:15])[O-:16])[c:9]([NH2:13])[n:10][cH:11][cH:12]2)[cH:17][cH:18]1)[C:27]([NH:26][c:23]1[cH:22][c:21]([C:29]([F:30])([F:31])[F:32])[c:20]([Cl:19])[cH:25][cH:24]1)=[O:28]. Starting materials: CC(C(=O)Cl)C(C)(C)C, Cc1ccccc1, CC(C)(N)c1ccccc1, c1ccncc1. Product: CC(C(=O)NC(C)(C)c1ccccc1)C(C)(C)C. As a reaction SMILES: [CH3:18][CH:19]([C:20](=[O:21])[Cl:22])[C:23]([CH3:24])([CH3:25])[CH3:26].[CH3:1][c:2]1[cH:3][cH:4][cH:5][cH:6][cH:7]1.[CH3:8][C:9]([c:10]1[cH:11][cH:12][cH:13][cH:14][cH:15]1)([CH3:16])[NH2:17].[cH:27]1[cH:28][cH:29][n:30][cH:31][cH:32]1>>[CH3:8][C:9]([c:10]1[cH:11][cH:12][cH:13][cH:14][cH:15]1)([CH3:16])[NH:17][C:20]([CH:19]([CH3:18])[C:23]([CH3:24])([CH3:25])[CH3:26])=[O:21].